The task is: describe an organic reaction: reactants, conditions, products, and yield. This data is from the Open Reaction Database (ORD), a public repository of structured organic reaction records. The reactants are CN1CC2N(C3=C(CN4C2=CC=C4)C=CC=C3)C(C1=O)=O (2-methyl-3,4-dioxo-1,3,4,14b-tetrahydro-10H-pyrazino[1,2-a]pyrrolo[2,1-c][1,4]benzodiazepine), C(C)(=O)O (acetic acid). The solvent is O1CCCC1 (tetrahydrofuran), B#B (diborane), O1CCCC1 (tetrahydrofuran). Yields the product CN1CC2N(C3=C(CN4C2=CC=C4)C=CC=C3)CC1 (2-methyl-1,3,4,14b-tetrahydro-10H--pyrazino[1,2-a]pyrrolo[2,1-c][1,4]benzodiazepine). RXN SMILES: [CH3:1][N:2]1[C:19](=O)[C:18](=O)[N:5]2[C:6]3[CH:17]=[CH:16][CH:15]=[CH:14][C:7]=3[CH2:8][N:9]3[CH:13]=[CH:12][CH:11]=[C:10]3[CH:4]2[CH2:3]1.C(O)(=O)C>O1CCCC1.B#B>[CH3:1][N:2]1[CH2:19][CH2:18][N:5]2[C:6]3[CH:17]=[CH:16][CH:15]=[CH:14][C:7]=3[CH2:8][N:9]3[CH:13]=[CH:12][CH:11]=[C:10]3[CH:4]2[CH2:3]1. Reported procedure: To the suspension of 12.8 g of 2-methyl-3,4-dioxo-1,3,4,14b-tetrahydro-10H-pyrazino[1,2-a]pyrrolo[2,1-c][1,4]benzodiazepine in 460 ml of tetrahydrofuran, 200 ml of 1-molar diborane in tetrahydrofuran are added while stirring and cooling with ice. The mixture is refluxed for one hour, again cooled and combined with 25 ml of acetic acid. It is evaporated, the residue taken up in 50 ml of 30% aqueous sodium hydroxide and the mixture extracted with methylene chloride. The extract is dried, evaporate... Starting materials: CS(=O)(=O)C(C)(C)C=1C=C2C=CC=NC2=C(C1)C=1C=C(C=CC1)C1=CC(=CC=C1)C=O (3′-[6-(1-Methanesulfonyl-1-methyl-ethyl)-quinolin-8-yl]-biphenyl-3-carbaldehyde), COC(CP(=O)(OC)OC)=O ((dimethoxy-phosphoryl)-acetic acid methyl ester), CC(C)(C)[O-].[K+] (t-BuOK), final mixture. Run in C1CCOC1 (THF), NH4 Cl. Product: methyl ester, CS(=O)(=O)C(C)(C)C=1C=C2C=CC=NC2=C(C1)C=1C=C(C=CC1)C1=CC(=CC=C1)C=CC(=O)O (3-{3′-[6-(1-Methanesulfonyl-1-methyl-ethyl)-quinolin-8-yl]-biphenyl-3-yl}-acrylic acid). Reaction SMILES: [CH3:1][S:2]([C:5]([C:8]1[CH:9]=[C:10]2[C:15](=[C:16]([C:18]3[CH:19]=[C:20]([C:24]4[CH:29]=[CH:28][CH:27]=[C:26]([CH:30]=O)[CH:25]=4)[CH:21]=[CH:22][CH:23]=3)[CH:17]=1)[N:14]=[CH:13][CH:12]=[CH:11]2)([CH3:7])[CH3:6])(=[O:4])=[O:3].C[O:33][C:34](=[O:42])[CH2:35]P(OC)(OC)=O.CC([O-])(C)C.[K+]>C1COCC1>[CH3:1][S:2]([C:5]([C:8]1[CH:9]=[C:10]2[C:15](=[C:16]([C:18]3[CH:19]=[C:20]([C:24]4[CH:29]=[CH:28][CH:27]=[C:26]([CH:30]=[CH:35][C:34]([OH:42])=[O:33])[CH:25]=4)[CH:21]=[CH:22][CH:23]=3)[CH:17]=1)[N:14]=[CH:13][CH:12]=[CH:11]2)([CH3:6])[CH3:7])(=[O:4])=[O:3] |f:2.3|. Reported procedure: To a solution of 3′-[6-(1-methanesulfonyl-1-methyl-ethyl)quinolin-8-yl]-biphenyl-3-carbaldehyde from Step 1 (1.0 eq.) and (dimethoxy-phosphoryl)-acetic acid methyl ester (1.1 eq.) in THF (0.1M) was added t-BuOK (1.1 eq.; 1.0M in THF). The final mixture was stirred 3 h at rt, poured in saturated aqueous NH4 Cl and extracted with EtOAc (2×). The combined organic extracts were washed with brine, dried over Na2SO4, filtered and concentrated. Flash chromatography (CH2Cl2:EtOAc; 9:1) afforded the corr... Starting materials: COc1ccccc1N1CCNCC1, CN(C)C=O, Nc1ccc2c(=O)n(CCCl)c(=O)[nH]c2c1, [Na+], [Na+], O=C([O-])[O-]. Product: COc1ccccc1N1CCN(CCn2c(=O)[nH]c3cc(N)ccc3c2=O)CC1. As a reaction SMILES: [CH3:23][O:24][c:25]1[c:26]([N:31]2[CH2:32][CH2:33][NH:34][CH2:35][CH2:36]2)[cH:27][cH:28][cH:29][cH:30]1.[CH3:37][N:38]([CH3:39])[CH:40]=[O:41].[NH2:7][c:8]1[cH:9][cH:10][c:11]2[c:12](=[O:22])[n:13]([CH2:19][CH2:20][Cl:21])[c:14](=[O:18])[nH:15][c:16]2[cH:17]1.[Na+:1].[Na+:2].[O-:3][C:4](=[O:5])[O-:6]>>[NH2:7][c:8]1[cH:9][cH:10][c:11]2[c:12](=[O:22])[n:13]([CH2:19][CH2:20][N:34]3[CH2:33][CH2:32][N:31]([c:26]4[c:25]([O:24][CH3:23])[cH:30][cH:29][cH:28][cH:27]4)[CH2:36][CH2:35]3)[c:14](=[O:18])[nH:15][c:16]2[cH:17]1.